This data is from the Open Reaction Database (ORD), a public repository of structured organic reaction records. The task is: describe an organic reaction: reactants, conditions, products, and yield RXN SMILES: [CH3:1][O:2][C:3]1[CH:11]=[C:10]([NH2:12])[C:9]([Cl:13])=[CH:8][C:4]=1[C:5]([OH:7])=[O:6].Cl.[CH3:15]O>>[ClH:13].[CH3:1][O:2][C:3]1[CH:11]=[C:10]([NH2:12])[C:9]([Cl:13])=[CH:8][C:4]=1[C:5]([O:7][CH3:15])=[O:6] |f:3.4|. Reactants: COC1=C(C(=O)O)C=C(C(=C1)N)Cl (2-methoxy-4-amino-5-chlorobenzoic acid), CO (methanol), Cl (HCl). Yields the product Cl.COC1=C(C(=O)OC)C=C(C(=C1)N)Cl (methyl 2-methoxy-4-amino-5-chlorobenzoate hydrochloride). Procedure details: A suspension of 30 g (0.15 mol) of 2-methoxy-4-amino-5-chlorobenzoic acid in 500 ml methanol is cooled to 0° and the mixture treated with gaseous HCl for 30 minutes. After all the acid dissolves the solution is evaporated to dryness to obtain methyl 2-methoxy-4-amino-5-chlorobenzoate hydrochloride which is used directly in the next step. The reactants are NC=1SC=CC1C(=NCC#N)C1=C(C=CC=C1)F ([(2-amino-thiophen-3-yl)-(2-fluoro-phenyl)-methyleneamino]acetonitrile). Solvent: C(C)(=O)O (acetic acid). Product: FC1=C(C=CC=C1)C=1C2=C(N=C(CN1)N)SC=C2 (5-(2-fluoro-phenyl)-3H-thieno[2,3-e][1,4]diazepin-2-ylamine). The yield is 24.4%. RXN SMILES: [NH2:1][C:2]1[S:3][CH:4]=[CH:5][C:6]=1[C:7]([C:12]1[CH:17]=[CH:16][CH:15]=[CH:14][C:13]=1[F:18])=[N:8][CH2:9][C:10]#[N:11]>C(O)(=O)C>[F:18][C:13]1[CH:14]=[CH:15][CH:16]=[CH:17][C:12]=1[C:7]1[C:6]2[CH:5]=[CH:4][S:3][C:2]=2[N:1]=[C:10]([NH2:11])[CH2:9][N:8]=1. Reported procedure: A solution of 70 g of [(2-amino-thiophen-3-yl)-(2-fluoro-phenyl)-methyleneamino]acetonitrile in 980 ml of acetic acid was stirred at 65° C. under argon for 1.5 h. After cooling the solvent was removed in a vacuum, the residue was dissolved in dichloromethane and neutralized with sodium bicarbonate solution while cooling with ice and extracted. The dichloromethane extracts were dried with sodium sulphate, filtered and evaporated to dryness in a vacuum. After crystallization from dichloromethane t...